The task is: describe an organic reaction: reactants, conditions, products, and yield. This data is from the Open Reaction Database (ORD), a public repository of structured organic reaction records. Reaction SMILES: [CH2:16]1[O:17][CH2:18][CH2:19][CH2:20]1.[CH3:1][O:2][C:3]([c:4]1[cH:5][cH:6][c:7]([CH:10]=[CH:11][O:12][CH3:13])[cH:8][cH:9]1)=[O:14].[ClH:15].[OH2:21]>>[CH3:1][O:2][C:3]([c:4]1[cH:5][cH:6][c:7]([CH2:10][CH:11]=[O:12])[cH:8][cH:9]1)=[O:14]. Reactants: C1CCOC1, COC=Cc1ccc(C(=O)OC)cc1, Cl, O. Yields the product COC(=O)c1ccc(CC=O)cc1. The reactants are S=C(c1ncc[nH]1)c1ncc[nH]1, C1COCCN1, C1CCOC1, N. The product is NC(=S)N1CCOCC1. RXN SMILES: [C:1](=[S:2])([c:3]1[nH:4][cH:5][cH:6][n:7]1)[c:8]1[nH:9][cH:10][cH:11][n:12]1.[CH2:13]1[CH2:14][O:15][CH2:16][CH2:17][NH:18]1.[CH2:20]1[O:21][CH2:22][CH2:23][CH2:24]1.[NH3:19]>>[C:1](=[S:2])([N:18]1[CH2:13][CH2:14][O:15][CH2:16][CH2:17]1)[NH2:19]. Yields the product C(C)(C)(C)OC(=O)N1CCC(CC1)C=CC(=O)C1=CC=C(C=C1)[N+](=O)[O-] (4-[3-(1-t-butoxycarbonylpiperidin-4-yl)propenoyl]nitrobenzene). Run at time 3 day. Solvent: C(C)#N (acetonitrile), O (water). Starting materials: [Cl-].[Li+] (lithium chloride), C(C)(C)N(CC)C(C)C (diisopropylethylamine), C(=O)C1CCN(CC1)C(=O)OC(C)(C)C (4-formyl-l-t-butoxycarbonylpiperidine), [N+](=O)([O-])C1=CC=C(C(=O)CP(OCC)(OCC)=O)C=C1 (diethyl (4-nitrobenzoylmethyl)phosphonate). Yield: 73.6%. As a reaction SMILES: [Cl-].[Li+].C(N(C(C)C)CC)(C)C.[CH:12]([CH:14]1[CH2:19][CH2:18][N:17]([C:20]([O:22][C:23]([CH3:26])([CH3:25])[CH3:24])=[O:21])[CH2:16][CH2:15]1)=O.[N+:27]([C:30]1[CH:46]=[CH:45][C:33]([C:34]([CH2:36]P(=O)(OCC)OCC)=[O:35])=[CH:32][CH:31]=1)([O-:29])=[O:28]>C(#N)C.O>[C:23]([O:22][C:20]([N:17]1[CH2:18][CH2:19][CH:14]([CH:12]=[CH:36][C:34]([C:33]2[CH:32]=[CH:31][C:30]([N+:27]([O-:29])=[O:28])=[CH:46][CH:45]=2)=[O:35])[CH2:15][CH2:16]1)=[O:21])([CH3:26])([CH3:25])[CH3:24] |f:0.1|. Reported procedure: 0.28 g of lithium chloride, 0.85 g of diisopropylethylamine and 2.13 g of 4-formyl-l-t-butoxycarbonylpiperidine were added to 2.0 g of diethyl (4-nitrobenzoylmethyl)phosphonate dissolved in 20 ml of acetonitrile, and the mixture was stirred at room temperature for about 3 days. Then, water was added to the reaction mixture, and the mixture was extracted with toluene. The extract was dried over anhydrous sodium sulfate and condensed. The obtained residue was applied to silica gel column chromatog... Reactants: COC(=O)C1=C(C=2N(C=C1)C=NC2)NC2=C(C=C(C=C2)C2CCC2)F (8-(4-cyclobutyl-2-fluoro-phenylamino)-imidazo[1,5-a]pyridine-7-carboxylic acid methyl ester), [OH-].[Na+] (NaOH). Solvent: IMS, O (water), C(C)(=O)O (acetic acid). Run at temperature 60 celsius. Yields the product C1(CCC1)C1=CC(=C(C=C1)NC=1C=2N(C=CC1C(=O)O)C=NC2)F (8-(4-Cyclobutyl-2-fluoro-phenylamino)-imidazo[1,5-a]pyridine-7-carboxylic acid). Isolated yield 102.9%. Reaction SMILES: C[O:2][C:3]([C:5]1[CH:10]=[CH:9][N:8]2[CH:11]=[N:12][CH:13]=[C:7]2[C:6]=1[NH:14][C:15]1[CH:20]=[CH:19][C:18]([CH:21]2[CH2:24][CH2:23][CH2:22]2)=[CH:17][C:16]=1[F:25])=[O:4].[OH-].[Na+]>O.C(O)(=O)C>[CH:21]1([C:18]2[CH:19]=[CH:20][C:15]([NH:14][C:6]3[C:7]4[N:8]([CH:11]=[N:12][CH:13]=4)[CH:9]=[CH:10][C:5]=3[C:3]([OH:4])=[O:2])=[C:16]([F:25])[CH:17]=2)[CH2:22][CH2:23][CH2:24]1 |f:1.2|. Reported procedure: A suspension of 8-(4-cyclobutyl-2-fluoro-phenylamino)-imidazo[1,5-a]pyridine-7-carboxylic acid methyl ester (150 mg, 0.46 mmol) and 1M NaOH (1.5 mL, 1.5 mmol) in IMS (2 mL) was heated at 60° C. for 2 hours. The reaction mixture was then cooled to room temperature, diluted with water and glacial acetic acid was added to adjust pH to 4. The precipitate was filtered off and dried in a drying pistol at 40° C. for 18 hours to afford the title compound as a cream solid (154 mg, 99%). 1H NMR (DMSO-d6):... Reactants: CS(=O)(=O)N(c1c(F)cc(Br)cc1F)S(C)(=O)=O, [Na+], C1CCOC1, [OH-], O. Yields the product CS(=O)(=O)Nc1c(F)cc(Br)cc1F. RXN SMILES: [Br:1][c:2]1[cH:3][c:4]([F:18])[c:5]([N:9]([S:10](=[O:11])(=[O:12])[CH3:13])[S:14]([CH3:15])(=[O:16])=[O:17])[c:6]([F:8])[cH:7]1.[Na+:20].[O:22]1[CH2:23][CH2:24][CH2:25][CH2:26]1.[OH-:19].[OH2:21]>>[Br:1][c:2]1[cH:3][c:4]([F:18])[c:5]([NH:9][S:10](=[O:11])(=[O:12])[CH3:13])[c:6]([F:8])[cH:7]1. Procedure details: By following a procedure similar to that described in Example 19 but substituting for 1-[2-(benzyloxy)phenyl]-3-(pentanimidoyl)urea hydrochloride an equivalent amount of 1-(4-benzyloxyphenyl)-3-(heptanimidoyl)-2-thiourea hydrochloride there is obtained 1-(4-hydroxyphenyl)-3-(heptanimidoyl)-2-thiourea and its hydrochloride. RXN SMILES: [ClH:1].C(OC1C=CC=CC=1NC(NC(=N)CCCC)=O)C1C=CC=CC=1.Cl.C([O:34][C:35]1[CH:40]=[CH:39][C:38]([NH:41][C:42]([NH:44][C:45](=[NH:52])[CH2:46][CH2:47][CH2:48][CH2:49][CH2:50][CH3:51])=[S:43])=[CH:37][CH:36]=1)C1C=CC=CC=1>>[OH:34][C:35]1[CH:40]=[CH:39][C:38]([NH:41][C:42]([NH:44][C:45](=[NH:52])[CH2:46][CH2:47][CH2:48][CH2:49][CH2:50][CH3:51])=[S:43])=[CH:37][CH:36]=1.[ClH:1] |f:0.1,2.3|. Yields the product OC1=CC=C(C=C1)NC(=S)NC(CCCCCC)=N (1-(4-hydroxyphenyl)-3-(heptanimidoyl)-2-thiourea), Cl (hydrochloride). The reactants are Cl.C(C1=CC=CC=C1)OC1=C(C=CC=C1)NC(=O)NC(CCCC)=N (1-[2-(benzyloxy)phenyl]-3-(pentanimidoyl)urea hydrochloride), Cl.C(C1=CC=CC=C1)OC1=CC=C(C=C1)NC(=S)NC(CCCCCC)=N (1-(4-benzyloxyphenyl)-3-(heptanimidoyl)-2-thiourea hydrochloride). Starting materials: IC1=C2C=CC(=NC2=CC=C1)Cl (5-iodo-2-chloroquinoline), COC1=CC=C2CCC(C2=C1)N (6-methoxyindan-1-ylamine), CSCCN (2-(methylthio)ethylamine). The product is COC1=CC=C2CCC(C2=C1)NC1=NC=2C=CC=C(C2C=C1)NCCSC (rac-N2-(6-Methoxy-indan-1-yl)-N5-(2-methylsulfanyl-ethyl)-quinoline-2,5-diamine). RXN SMILES: I[C:2]1[CH:11]=[CH:10][CH:9]=[C:8]2[C:3]=1[CH:4]=[CH:5][C:6](Cl)=[N:7]2.[CH3:13][O:14][C:15]1[CH:23]=[C:22]2[C:18]([CH2:19][CH2:20][CH:21]2[NH2:24])=[CH:17][CH:16]=1.[CH3:25][S:26][CH2:27][CH2:28][NH2:29]>>[CH3:13][O:14][C:15]1[CH:23]=[C:22]2[C:18]([CH2:19][CH2:20][CH:21]2[NH:24][C:6]2[CH:5]=[CH:4][C:3]3[C:2]([NH:29][CH2:28][CH2:27][S:26][CH3:25])=[CH:11][CH:10]=[CH:9][C:8]=3[N:7]=2)=[CH:17][CH:16]=1. Procedure: The title compound, MS: m/e=380.5 (M+H+), was prepared in accordance with the general method of example 1 from 5-iodo-2-chloroquinoline, 6-methoxyindan-1-ylamine (CAS 103028-81-5) and 2-(methylthio)ethylamine. Reactants: NC=1C=C(N(C1)CC)C(=O)OCC (ethyl 4-amino-1-ethyl-1H-pyrrole-2-carboxylate), N1=CC=CC=C1 (pyridine), S1C(=CC=C1)S(=O)(=O)Cl (2-thiophen-sulfonyl chloride). Reaction conditions: time 2 hour. Yields the product C(C)N1C(=CC(=C1)N(S(=O)(=O)C=1SC=CC1)C)C(=O)OCC (ethyl 1-ethyl-4-[methyl(2-thienylsulfonyl)amino]-1H-pyrrole-2-carboxylate). Yield: 88.0%. As a reaction SMILES: [NH2:1][C:2]1[CH:3]=[C:4]([C:9]([O:11][CH2:12][CH3:13])=[O:10])[N:5]([CH2:7][CH3:8])[CH:6]=1.[S:14]1[CH:18]=[CH:17][CH:16]=[C:15]1[S:19](Cl)(=[O:21])=[O:20].N1C=CC=C[CH:24]=1>>[CH2:7]([N:5]1[CH:6]=[C:2]([N:1]([CH3:24])[S:19]([C:15]2[S:14][CH:18]=[CH:17][CH:16]=2)(=[O:21])=[O:20])[CH:3]=[C:4]1[C:9]([O:11][CH2:12][CH3:13])=[O:10])[CH3:8]. Procedure details: To a mixture of ethyl 4-amino-1-ethyl-1H-pyrrole-2-carboxylate (7.1 g) and pyridine (50 mL) was added 2-thiophen-sulfonyl chloride (8.4 g) at 0° C., and the mixture was stirred at room temperature for 2 hr. The reaction mixture was concentrated, water was added, and the mixture was extracted with ethyl acetate. The ethyl acetate layer was washed with saturated brine, dried (MgSO4) and concentrated. To a solution of the residue in N,N-dimethylformamide (50 mL) was slowly added sodium hydride (60%...